The task is: describe an organic reaction: reactants, conditions, products, and yield. This data is from the Open Reaction Database (ORD), a public repository of structured organic reaction records. Reaction SMILES: [Cl:1][C:2]1[C:10]([N+:11]([O-:13])=[O:12])=[CH:9][C:5]([C:6]([NH2:8])=[O:7])=[C:4]([N+:14]([O-])=O)[CH:3]=1.O1CC[CH2:19][CH2:18]1>>[N:14]1([C:4]2[CH:3]=[C:2]([Cl:1])[C:10]([N+:11]([O-:13])=[O:12])=[CH:9][C:5]=2[C:6]([NH2:8])=[O:7])[CH2:19][CH2:18]1. Procedure details: Reaction of 4-chloro-2,5-dinitrobenzamide [Goldstein and Schaaf, Helv. Chim Acta. 1957, 40, 369-376] in tetrahydrofuran as described in Example C except that the reaction time was 2 hours, gave 2-(aziridin-1-yl)-4-chloro-5-nitrobenzamide (15) as a yellow powder, mp 155° C. 1H NMR [(CD3)2SO] δ8.15 (s, 1H, H-6), 7.83, 7 81 (2 br s, 2H, CONH2), 7.40 (s, 1H, H-3),2.33 (s, 4H, aziridin-H). 13NMR δ165.68 (s), 156 66 (s), 140.39 (s), 128 46 (s), 127 87 (s), 127 02 (d), 123.94 (d), 29.35 (t). Found: C,4... Yields the product N1(CC1)C1=C(C(=O)N)C=C(C(=C1)Cl)[N+](=O)[O-] (2-(aziridin-1-yl)-4-chloro-5-nitrobenzamide). Conditions: time 2 hour. Starting materials: ClC1=CC(=C(C(=O)N)C=C1[N+](=O)[O-])[N+](=O)[O-] (4-chloro-2,5-dinitrobenzamide), O1CCCC1 (tetrahydrofuran).